Task: describe an organic reaction: reactants, conditions, products, and yield. Dataset: the Open Reaction Database (ORD), a public repository of structured organic reaction records The reactants are O=C([O-])[O-], C1COCCO1, CC(=O)Nc1nc2ccc(B3OC(C)(C)C(C)(C)O3)cc2s1, Cc1ccc(S(=O)(=O)N(C)c2cccc(Cl)n2)cc1, ClCCl, [Na+], [Na+], [Na+], O=C([O-])O, c1ccc(P(c2ccccc2)(c2ccccc2)[Pd](P(c2ccccc2)(c2ccccc2)c2ccccc2)(P(c2ccccc2)(c2ccccc2)c2ccccc2)P(c2ccccc2)(c2ccccc2)c2ccccc2)cc1. Product: CC(=O)Nc1nc2ccc(-c3cccc(N(C)S(=O)(=O)c4ccc(C)cc4)n3)cc2s1. RXN SMILES: [C:42](=[O:43])([O-:44])[O-:45].[CH2:48]1[O:49][CH2:50][CH2:51][O:52][CH2:53]1.[CH3:20][C:21]1([CH3:22])[C:23]([CH3:24])([CH3:25])[O:26][B:27]([c:28]2[cH:29][c:30]3[c:31]([n:32][c:33]([NH:35][C:36]([CH3:37])=[O:38])[s:34]3)[cH:39][cH:40]2)[O:41]1.[Cl:1][c:2]1[cH:3][cH:4][cH:5][c:6]([N:8]([S:9](=[O:10])(=[O:11])[c:12]2[cH:13][cH:14][c:15]([CH3:18])[cH:16][cH:17]2)[CH3:19])[n:7]1.[Cl:54][CH2:55][Cl:56].[Na+:46].[Na+:47].[Na+:61].[O-:57][C:58]([OH:59])=[O:60].[cH:62]1[cH:63][cH:64][c:65]([P:66]([Pd:67]([P:68]([c:69]2[cH:70][cH:71][cH:72][cH:73][cH:74]2)([c:75]2[cH:76][cH:77][cH:78][cH:79][cH:80]2)[c:81]2[cH:82][cH:83][cH:84][cH:85][cH:86]2)([P:87]([c:88]2[cH:89][cH:90][cH:91][cH:92][cH:93]2)([c:94]2[cH:95][cH:96][cH:97][cH:98][cH:99]2)[c:100]2[cH:101][cH:102][cH:103][cH:104][cH:105]2)[P:106]([c:107]2[cH:108][cH:109][cH:110][cH:111][cH:112]2)([c:113]2[cH:114][cH:115][cH:116][cH:117][cH:118]2)[c:119]2[cH:120][cH:121][cH:122][cH:123][cH:124]2)([c:125]2[cH:126][cH:127][cH:128][cH:129][cH:130]2)[c:131]2[cH:132][cH:133][cH:134][cH:135][cH:136]2)[cH:137][cH:138]1>>[c:2]1(-[c:28]2[cH:29][c:30]3[c:31]([n:32][c:33]([NH:35][C:36]([CH3:37])=[O:38])[s:34]3)[cH:39][cH:40]2)[cH:3][cH:4][cH:5][c:6]([N:8]([S:9](=[O:10])(=[O:11])[c:12]2[cH:13][cH:14][c:15]([CH3:18])[cH:16][cH:17]2)[CH3:19])[n:7]1.